Dataset: the Open Reaction Database (ORD), a public repository of structured organic reaction records. Task: describe an organic reaction: reactants, conditions, products, and yield The reactants are FC1=C(C(=C(C=C1OC)OC)F)C1=CC2=C(C=N1)C(=NN2C2OCCCC2)I (6-(2,6-difluoro-3,5-dimethoxyphenyl)-3-iodo-1-(tetrahydro-2H-pyran-2-yl)-1H-pyrazolo[4,3-c]pyridine), OC(CN1C(C2=CC=C(C=C2C1)B1OC(C(O1)(C)C)(C)C)=O)C (2-(2-hydroxypropyl)-5-(4,4,5,5-tetramethyl-1,3,2-dioxaborolan-2-yl)isoindolin-1-one). The product is FC1=C(C(=C(C=C1OC)OC)F)C1=CC2=C(C=N1)C(=NN2)C=2C=C1CN(C(C1=CC2)=O)CC(C)O (5-[6-(2,6-difluoro-3,5-dimethoxyphenyl)-1H-pyrazolo[4,3-c]pyridin-3-yl]-2-(2-hydroxypropyl)isoindolin-1-one). As a reaction SMILES: [F:1][C:2]1[C:7]([O:8][CH3:9])=[CH:6][C:5]([O:10][CH3:11])=[C:4]([F:12])[C:3]=1[C:13]1[N:18]=[CH:17][C:16]2[C:19](I)=[N:20][N:21](C3CCCCO3)[C:15]=2[CH:14]=1.[OH:29][CH:30]([CH3:51])[CH2:31][N:32]1[CH2:40][C:39]2[C:34](=[CH:35][CH:36]=[C:37](B3OC(C)(C)C(C)(C)O3)[CH:38]=2)[C:33]1=[O:50]>>[F:1][C:2]1[C:7]([O:8][CH3:9])=[CH:6][C:5]([O:10][CH3:11])=[C:4]([F:12])[C:3]=1[C:13]1[N:18]=[CH:17][C:16]2[C:19]([C:37]3[CH:38]=[C:39]4[C:34](=[CH:35][CH:36]=3)[C:33](=[O:50])[N:32]([CH2:31][CH:30]([OH:29])[CH3:51])[CH2:40]4)=[N:20][NH:21][C:15]=2[CH:14]=1. Procedure details: This compound was prepared using procedures analogous to those described for the synthesis of Example 52, Step 8 starting from 6-(2,6-difluoro-3,5-dimethoxyphenyl)-3-iodo-1-(tetrahydro-2H-pyran-2-yl)-1H-pyrazolo[4,3-c]pyridine and 2-(2-hydroxypropyl)-5-(4,4,5,5-tetramethyl-1,3,2-dioxaborolan-2-yl)isoindolin-1-one. LCMS (M+H)+=481.1. The reactants are COc1ccc(N2CCNCC2)cc1, CCOC(=O)Nc1nc2ccc(Cl)cc2nc1OC. Product: COc1ccc(N2CCN(C(=O)Nc3nc4ccc(Cl)cc4nc3OC)CC2)cc1. RXN SMILES: [CH3:20][O:21][c:22]1[cH:23][cH:24][c:25]([N:28]2[CH2:29][CH2:30][NH:31][CH2:32][CH2:33]2)[cH:26][cH:27]1.[Cl:1][c:2]1[cH:3][c:4]2[n:5][c:6]([O:18][CH3:19])[c:7]([NH:12][C:13]([O:14][CH2:15][CH3:16])=[O:17])[n:8][c:9]2[cH:10][cH:11]1>>[Cl:1][c:2]1[cH:3][c:4]2[n:5][c:6]([O:18][CH3:19])[c:7]([NH:12][C:13](=[O:17])[N:31]3[CH2:30][CH2:29][N:28]([c:25]4[cH:24][cH:23][c:22]([O:21][CH3:20])[cH:27][cH:26]4)[CH2:33][CH2:32]3)[n:8][c:9]2[cH:10][cH:11]1. Starting materials: ClC1=CC=C(C=C1)C1(CCCC1)C(=O)N1CC(CCC1)CO ([1-(4-chloro-phenyl)-cyclopentyl]-(3-hydroxymethyl-piperidin-1-yl)-methanone), CCN(C(C)C)C(C)C (iPr2NEt), CS(=O)(=O)Cl (MsCl). Solvent: ClCCl (dichloromethane). Reaction conditions: time 1 hour. Product: ClC1=CC=C(C=C1)C1(CCCC1)C(=O)N1CC(CCC1)COS(=O)(=O)C (Methanesulfonic acid 1-[1-(4-Chloro-phenyl)-cyclopentanecarbonyl]-piperidin-3-ylmethyl ester), oil. The yield is 56.0%. Reaction SMILES: [Cl:1][C:2]1[CH:7]=[CH:6][C:5]([C:8]2([C:13]([N:15]3[CH2:20][CH2:19][CH2:18][CH:17]([CH2:21][OH:22])[CH2:16]3)=[O:14])[CH2:12][CH2:11][CH2:10][CH2:9]2)=[CH:4][CH:3]=1.CCN(C(C)C)C(C)C.[CH3:32][S:33](Cl)(=[O:35])=[O:34]>ClCCl>[Cl:1][C:2]1[CH:3]=[CH:4][C:5]([C:8]2([C:13]([N:15]3[CH2:20][CH2:19][CH2:18][CH:17]([CH2:21][O:22][S:33]([CH3:32])(=[O:35])=[O:34])[CH2:16]3)=[O:14])[CH2:12][CH2:11][CH2:10][CH2:9]2)=[CH:6][CH:7]=1. Procedure details: To a solution of [1-(4-chloro-phenyl)-cyclopentyl]-(3-hydroxymethyl-piperidin-1-yl)-methanone (0.5 g, 1.55 mmol) in dichloromethane (9.5 mL) at room temperature was added iPr2NEt (0.5 g, 3.9 mmol) followed by MsCl (0.214 g, 1.86 mmol). The reaction mixture was allowed to stir for one hour before concentrating and purifying the resulting residue by silica gel chromatography (gradient 2.5-100% EtOAc in hexane). The desired compound was obtained as an oil (0.345 g, 56%). 13C (100 MHz, CDCl3, partia... Reactants: CCOC(C)=O, CC(Cc1ccc(I)cc1)NC(=O)C(F)(F)F, [Na+], C1COCCO1, [OH-], O. Product: CC(N)Cc1ccc(I)cc1. As a reaction SMILES: [CH3:26][CH2:27][O:28][C:29](=[O:30])[CH3:31].[F:1][C:2]([F:3])([F:4])[C:16]([NH:5][CH:6]([CH2:7][c:8]1[cH:9][cH:10][c:11]([I:14])[cH:12][cH:13]1)[CH3:15])=[O:17].[Na+:19].[O:20]1[CH2:21][CH2:22][O:23][CH2:24][CH2:25]1.[OH-:18].[OH2:32]>>[NH2:5][CH:6]([CH2:7][c:8]1[cH:9][cH:10][c:11]([I:14])[cH:12][cH:13]1)[CH3:15]. Starting materials: C(C)(=O)OCC (ethyl acetate), Cl (hydrochloric acid), O1C(=CC=C1)/C=C/C1=NC2(C(C1=O)=O)CCCCC2 (2-[(E)-2-(2-furanyl)ethenyl]-3-oxo-1-azaspiro[4.5]dec-1-en-4-one), N[C@@H](CCSC)C(=O)O (L-methionine). Solvent: O (water), CN1CCOCC1 (N-methylmorpholine). Product: O1C(=CC=C1)/C=C/C(=O)NC1(CCCCC1)C(=O)N[C@@H](CCSC)C(=O)O (N-[[1-[[(E)-3-(2-furanyl)-1-oxo-2-Propenyl]amino]cyclohexyl]carbonyl]-L-methionine). Yield: 9.0%. As a reaction SMILES: [O:1]1[CH:5]=[CH:4][CH:3]=[C:2]1/[CH:6]=[CH:7]/[C:8]1C(=O)[C:11](=[O:14])[C:10]2([CH2:19][CH2:18][CH2:17][CH2:16][CH2:15]2)[N:9]=1.[NH2:20][C@H:21]([C:26]([OH:28])=[O:27])[CH2:22][CH2:23][S:24][CH3:25].C(OCC)(=[O:31])C.Cl>CN1CCOCC1.O>[O:1]1[CH:5]=[CH:4][CH:3]=[C:2]1/[CH:6]=[CH:7]/[C:8]([NH:9][C:10]1([C:11]([NH:20][C@H:21]([C:26]([OH:28])=[O:27])[CH2:22][CH2:23][S:24][CH3:25])=[O:14])[CH2:15][CH2:16][CH2:17][CH2:18][CH2:19]1)=[O:31]. Procedure details: A solution of 491 mg (2 mmol) of 2-[(E)-2-(2-furanyl)ethenyl]-3-oxo-1-azaspiro[4.5]dec-1-en-4-one and 597 mg (4 mmol) of L-methionine in 20 ml of N-methylmorpholine was heated under reflux for 15 hours. After ethyl acetate and water were added to the reaction solution, it was acidified using concentrated hydrochloric acid. The organic layer was separated, it was successively washed with water and saturated brine, and dried with anhydrous sodium sulfate. After the solvent was distilled off under ... The reactants are N1=CC=NC=C1 (pyrazine), O1C(CCCC1)OCC1=C(C(=CC=C1)N)C (3-amino-2-methylbenzenemethanol tetrahydropyranyl ether), N(=O)OC(C)(C)C (t-butyl nitrite). The solvent is C1(=CC=CC=C1)C (toluene). Reaction conditions: time 0.75 hour. Yields the product O1C(CCCC1)OCC1=C(C(=CC=C1)C1=NC=CN=C1)C (2-methyl-3-(pyrazinyl)-benzenemethanol tetrahydropyranyl ether). Yield: 1.4%. Reaction SMILES: [N:1]1[CH:6]=[CH:5][N:4]=[CH:3][CH:2]=1.[O:7]1[CH2:12][CH2:11][CH2:10][CH2:9][CH:8]1[O:13][CH2:14][C:15]1[CH:20]=[CH:19][CH:18]=[C:17](N)[C:16]=1[CH3:22].N(OC(C)(C)C)=O>C1(C)C=CC=CC=1>[O:7]1[CH2:12][CH2:11][CH2:10][CH2:9][CH:8]1[O:13][CH2:14][C:15]1[CH:20]=[CH:19][CH:18]=[C:17]([C:2]2[CH:3]=[N:4][CH:5]=[CH:6][N:1]=2)[C:16]=1[CH3:22]. Procedure: A stirred solution of 50.0 g (0.624 mol) of pyrazine and 13.8 g (0.624 mol) of 3-amino-2-methylbenzenemethanol tetrahydropyranyl ether was warmed to 84° C.±6° C. and 9.6 g (0.094 mol) of t-butyl nitrite was added dropwise during 10 minutes. Upon complete addition, the reaction mixture was stirred at 85° C.±6° C. for 0.75 hours, then allowed to cool slowly to ambient temperature. The reaction mixture was dissolved in 100 mL of toluene, and subjected to column chromatography on silica gel, eluting... Reactants: C([O-])([O-])=O.[K+].[K+] (Potassium carbonate), C(C)(=O)OC(CCC1=CC(=CC(=C1)C(F)(F)F)C(F)(F)F)C1(CCC2(OCCO2)CC1)C1=CC=CC=C1 ((RS)-1-(8-Phenyl-1,4-dioxaspiro[4.5]decan-8-yl)-3-[3,5-bis(trifluoromethyl)phenyl]propan-1-yl Ethanoate). The solvent is CO (methanol), O (water). Reaction conditions: time 48 hour. The product is C1(=CC=CC=C1)C1(CCC2(OCCO2)CC1)C(CCC1=CC(=CC(=C1)C(F)(F)F)C(F)(F)F)O ((RS)-1-(8-Phenyl-1,4-dioxaspiro[4.5]decan-8-yl)-3-[3,5-bis(trifluoromethyl)phenyl]propan-1-ol). The yield is 88.5%. RXN SMILES: C(=O)([O-])[O-].[K+].[K+].C([O:10][CH:11]([C:28]1([C:38]2[CH:43]=[CH:42][CH:41]=[CH:40][CH:39]=2)[CH2:37][CH2:36][C:31]2([O:35][CH2:34][CH2:33][O:32]2)[CH2:30][CH2:29]1)[CH2:12][CH2:13][C:14]1[CH:19]=[C:18]([C:20]([F:23])([F:22])[F:21])[CH:17]=[C:16]([C:24]([F:27])([F:26])[F:25])[CH:15]=1)(=O)C>CO.O>[C:38]1([C:28]2([CH:11]([OH:10])[CH2:12][CH2:13][C:14]3[CH:19]=[C:18]([C:20]([F:21])([F:22])[F:23])[CH:17]=[C:16]([C:24]([F:27])([F:25])[F:26])[CH:15]=3)[CH2:37][CH2:36][C:31]3([O:35][CH2:34][CH2:33][O:32]3)[CH2:30][CH2:29]2)[CH:43]=[CH:42][CH:41]=[CH:40][CH:39]=1 |f:0.1.2|. Reported procedure: Potassium carbonate (1.75 g, 12.7 mmol) was added to a solution of (RS)-1-(8-phenyl-1,4-dioxaspiro[4.5]decan-8-yl)-3-[3,5-bis(trifluoromethyl)phenyl]propan-1-yl ethanoate (Example 23, 410 mg, 0.773 mmol) in methanol (15 mL) and water (2 mL) and the mixture was stirred at room temperature for 48 hours, then at 50° C. for 24 hours. The mixture was cooled and the methanol was evaporated under reduced pressure. Water (50 mL) was added and the mixture was extracted with ethyl acetate (2×50 mL). The c...